This data is from the Open Reaction Database (ORD), a public repository of structured organic reaction records. The task is: describe an organic reaction: reactants, conditions, products, and yield The reactants are Cl.CN(CCCN=C=NCC)C (1-(3-Dimethylaminopropyl)-3-ethylcarbodiimide hydrochloride), NC=1C(N(C(N(C1N)CC(C)C)=O)C)=O (5,6-diamino-1-isobutyl-3-methyl-1H-pyrimidine-2,4-dione), ClC1=NC=C(C2=CC(=C(C=C12)OC)OC)CC(=O)O ((1-chloro-6,7-dimethoxy-isoquinolin-4-yl)-acetic acid), [OH-].[Na+].CO (NaOH methanol). The solvent is CO (methanol), O (water). Conditions: time 2 hour. Yields the product COC=1C=C2C(=CN=C(C2=CC1OC)N1CCCCC1)CC1=NC=2N(C(N(C(C2N1)=O)C)=O)CC(C)C (8-(6,7-dimethoxy-1-piperidin-1-yl-isoquinolin-4-ylmethyl)-3-isobutyl-1-methyl-3,7-dihydro-purine-2,6-dione). As a reaction SMILES: Cl.CN(C)[CH2:4][CH2:5][CH2:6][N:7]=[C:8]=NCC.[NH2:13][C:14]1[C:15](=[O:27])[N:16]([CH3:26])[C:17](=[O:25])[N:18]([CH2:21][CH:22]([CH3:24])[CH3:23])[C:19]=1[NH2:20].Cl[C:29]1[C:38]2[C:33](=[CH:34][C:35]([O:41][CH3:42])=[C:36]([O:39][CH3:40])[CH:37]=2)[C:32]([CH2:43][C:44](O)=O)=[CH:31][N:30]=1.[OH-].[Na+].[CH3:49]O>CO.O>[CH3:42][O:41][C:35]1[CH:34]=[C:33]2[C:38](=[CH:37][C:36]=1[O:39][CH3:40])[C:29]([N:7]1[CH2:6][CH2:5][CH2:4][CH2:49][CH2:8]1)=[N:30][CH:31]=[C:32]2[CH2:43][C:44]1[NH:13][C:14]2[C:15](=[O:27])[N:16]([CH3:26])[C:17](=[O:25])[N:18]([CH2:21][CH:22]([CH3:23])[CH3:24])[C:19]=2[N:20]=1 |f:0.1,4.5.6|. Procedure details: 1-(3-Dimethylaminopropyl)-3-ethylcarbodiimide hydrochloride (0.29 g, 1.9 mmol) is added to 5,6-diamino-1-isobutyl-3-methyl-1H-pyrimidine-2,4-dione (0.40 g, 1.9 mmol)) and (1-chloro-6,7-dimethoxy-isoquinolin-4-yl)-acetic acid (0.39 g, 1.78 mmol) in methanol and water and the mixture is stirred at ambient temperature for 2 hours. The methanol is evaporated and the resultant solid collected by filtration and recrystalised from ethylacetate/methanol. The resulting solid is heated under reflux with p... Reactants: CC1(COC2(C(N(C3=CC=C(C=C23)[N+](=O)[O-])CC(=O)OC)=O)OC1)C (methyl 2-(5,5-dimethyl-5′-nitro-2′-oxospiro[[1,3]dioxane-2,3′-indoline]-1′-yl)acetate). Reagents/catalysts: [Pd] (Pd/C). Run in CO.CCOC(=O)C (MeOH EtOAc). Reaction conditions: time 2 hour. The product is NC=1C=C2C3(C(N(C2=CC1)CC(=O)OC)=O)OCC(CO3)(C)C (methyl 2-(5′-amino-5,5-dimethyl-2′-oxospiro[[1,3]dioxane-2,3′-indoline]-1′-yl)acetate). Isolated yield 97.6%. Reaction SMILES: [CH3:1][C:2]1([CH3:25])[CH2:24][O:23][C:5]2([C:13]3[C:8](=[CH:9][CH:10]=[C:11]([N+:14]([O-])=O)[CH:12]=3)[N:7]([CH2:17][C:18]([O:20][CH3:21])=[O:19])[C:6]2=[O:22])[O:4][CH2:3]1>CO.CCOC(C)=O.[Pd]>[NH2:14][C:11]1[CH:12]=[C:13]2[C:8](=[CH:9][CH:10]=1)[N:7]([CH2:17][C:18]([O:20][CH3:21])=[O:19])[C:6](=[O:22])[C:5]12[O:23][CH2:24][C:2]([CH3:25])([CH3:1])[CH2:3][O:4]1 |f:1.2|. Procedure details: A mixture of methyl 2-(5,5-dimethyl-5′-nitro-2′-oxospiro[[1,3]dioxane-2,3′-indoline]-1′-yl)acetate (344 mg, 0.982 mmol) and 10% w/w Pd/C (cat. amount) in MeOH/EtOAc 1:1 (50 ml) was hydrogenated at 15 psi in a Parr apparatus for 2 hours. The catalyst was removed by filtration, and the residue was evaporated affording crude methyl 2-(5′-amino-5,5-dimethyl-2′-oxospiro[[1,3]dioxane-2,3′-indoline]-1′-yl)acetate (307 mg, 0.958 mmol, 98% yield) that was used in the following step without further purifi... The reactants are C1(CCCCC1)N=C=NC1CCCCC1 (1,3-dicyclohexylcarbodiimide), CC(C)(OC(=O)NCC(=O)O)C (N-[(1,1-dimethylethoxy)carbonyl]glycine), OC(CC)C1=C(C(N2CC=3C(=NC4=CC=CC=C4C3)C2=C1)=O)C ((±)-7-(1-hydroxypropyl)-8-methylindolizino[1,2-b]quinolin-9(11H)-one). The reagents and catalysts are CN(C1=CC=NC=C1)C (4-dimethylaminopyridine). Solvent: C(Cl)Cl (CH2Cl2). Conditions: time 0.5 hour. Yields the product CC=1C(N2CC=3C(=NC4=CC=CC=C4C3)C2=CC1C(CC)OC(CNC(=O)OC(C)(C)C)=O)=O ((±)-8-Methyl-7-[1-[[[[(1,1-dimethylethoxy)carbonyl]amino]-acetyl]oxy]propyl]indolizino[1,2-b]quinolin-9(11H)-one). As a reaction SMILES: [CH3:1][C:2]([CH3:12])([O:4][C:5]([NH:7][CH2:8][C:9]([OH:11])=[O:10])=[O:6])[CH3:3].C1(N=C=NC2CCCCC2)CCCCC1.O[CH:29]([C:32]1[CH:48]=[C:47]2[N:35]([CH2:36][C:37]3[C:38]2=[N:39][C:40]2[C:45]([CH:46]=3)=[CH:44][CH:43]=[CH:42][CH:41]=2)[C:34](=[O:49])[C:33]=1[CH3:50])[CH2:30][CH3:31]>C(Cl)Cl.CN(C)C1C=CN=CC=1>[CH3:50][C:33]1[C:34](=[O:49])[N:35]2[C:47](=[CH:48][C:32]=1[CH:29]([O:10][C:9](=[O:11])[CH2:8][NH:7][C:5]([O:4][C:2]([CH3:12])([CH3:1])[CH3:3])=[O:6])[CH2:30][CH3:31])[C:38]1=[N:39][C:40]3[C:45]([CH:46]=[C:37]1[CH2:36]2)=[CH:44][CH:43]=[CH:42][CH:41]=3. Reported procedure: To a suspension of N-[(1,1-dimethylethoxy)carbonyl]glycine (1.15 g, 6.6 mmol) in CH2Cl2 (50 mL) under an argon atmosphere was added 1,3-dicyclohexylcarbodiimide (1.35 g, 6.5 mmol). After stirring at room temperature for 0.5 h, (±)-7-(1-hydroxypropyl)-8-methylindolizino[1,2-b]quinolin-9(11H)-one (1.0 g, 3.3 mmol) was added followed by a few mg of 4-dimethylaminopyridine. The resulting mixture was allowed to stir at room temperature overnight and then was filtered. The filtrate was washed successi... Reactants: C(C)(C)(C)P(C1=C(C2=CC=CC=C2C=C1)C1=CC=CC2=CC=CC=C12)C(C)(C)C (2-(di-tert-butylphosphino)-1,1′-binaphthyl), C([O-])([O-])=O.[Cs+].[Cs+] (cesium carbonate), C1CCCC12CC(CCC2)CO (spiro[4.5]dec-7-yl-methanol), BrC1=CC=C(C=N1)C=O (6-bromopyridine-3-carboxaldehyde). Reagents/catalysts: C(C)(=O)[O-].[Pd+2].C(C)(=O)[O-] (palladium(II) acetate). Solvent: C1(=CC=CC=C1)C (toluene). Reaction conditions: time 10 minute. The product is C1CCCC12CC(CCC2)COC2=CC=C(C=N2)C=O (6-(spiro[4.5]dec-7-ylmethoxy)-pyridine-3-carboxaldehyde). Yield: 19.4%. As a reaction SMILES: C(P(C(C)(C)C)C1C=CC2C(=CC=CC=2)C=1C1C2C(=CC=CC=2)C=CC=1)(C)(C)C.C(=O)([O-])[O-].[Cs+].[Cs+].[CH2:36]1[C:40]2([CH2:45][CH2:44][CH2:43][CH:42]([CH2:46][OH:47])[CH2:41]2)[CH2:39][CH2:38][CH2:37]1.Br[C:49]1[N:54]=[CH:53][C:52]([CH:55]=[O:56])=[CH:51][CH:50]=1>C([O-])(=O)C.[Pd+2].C([O-])(=O)C.C1(C)C=CC=CC=1>[CH2:36]1[C:40]2([CH2:45][CH2:44][CH2:43][CH:42]([CH2:46][O:47][C:49]3[N:54]=[CH:53][C:52]([CH:55]=[O:56])=[CH:51][CH:50]=3)[CH2:41]2)[CH2:39][CH2:38][CH2:37]1 |f:1.2.3,6.7.8|. Reported procedure: To a mixture of palladium(II) acetate (135 mg), 2-(di-tert-butylphosphino)-1,1′-binaphthyl (478 mg) and cesium carbonate (3.9 g) was added toluene (15 mL), followed by stirring under argon atmosphere at room temperature for 10 minutes. To this reaction mixture were added spiro[4.5]dec-7-yl-methanol (1.0 g) obtained in Step 1 and 6-bromopyridine-3-carboxaldehyde (1.1 g), followed by stirring the mixture at 90° C. for 1.5 hours. The reaction mixture was filtered through Celite and the filtrate was... The reactants are CCO, CCOC(=O)C=Cc1ccc(OC)nc1. The product is CCOC(=O)CCc1ccc(OC)nc1. RXN SMILES: [CH3:16][CH2:17][OH:18].[CH3:1][O:2][c:3]1[cH:4][cH:5][c:6]([CH:9]=[CH:10][C:11](=[O:12])[O:13][CH2:14][CH3:15])[cH:7][n:8]1>>[CH3:1][O:2][c:3]1[cH:4][cH:5][c:6]([CH2:9][CH2:10][C:11](=[O:12])[O:13][CH2:14][CH3:15])[cH:7][n:8]1. Starting materials: C1COCCN1, CC#N, Cc1nc(NC(=O)CCCl)sc1-c1ccnc(Nc2ccc(Cl)cc2)n1. Product: Cc1nc(NC(=O)CCN2CCOCC2)sc1-c1ccnc(Nc2ccc(Cl)cc2)n1. Reaction SMILES: [CH2:27]1[CH2:28][O:29][CH2:30][CH2:31][NH:32]1.[CH3:33][C:34]#[N:35].[Cl:1][CH2:2][CH2:3][C:4](=[O:5])[NH:6][c:7]1[s:8][c:9](-[c:13]2[n:14][c:15]([NH:19][c:20]3[cH:21][cH:22][c:23]([Cl:26])[cH:24][cH:25]3)[n:16][cH:17][cH:18]2)[c:10]([CH3:12])[n:11]1>>[CH2:2]([CH2:3][C:4](=[O:5])[NH:6][c:7]1[s:8][c:9](-[c:13]2[n:14][c:15]([NH:19][c:20]3[cH:21][cH:22][c:23]([Cl:26])[cH:24][cH:25]3)[n:16][cH:17][cH:18]2)[c:10]([CH3:12])[n:11]1)[N:32]1[CH2:27][CH2:28][O:29][CH2:30][CH2:31]1.